This data is from the Open Reaction Database (ORD), a public repository of structured organic reaction records. The task is: describe an organic reaction: reactants, conditions, products, and yield The reactants are FC(C=1C=CC(=NC1)OC=1C=C(C=CC1)CO)(F)F ([3-(5-trifluoromethyl-pyridin-2-yloxy)-phenyl]-methanol), S(=O)(Cl)Cl (thionyl chloride). The solvent is ClCCl (dichloromethane). Conditions: time 1 hour. Yields the product ClCC=1C=C(OC2=NC=C(C=C2)C(F)(F)F)C=CC1 (2-(3-chloromethyl-phenoxy)-5-trifluoromethylpyridine). Reaction SMILES: [F:1][C:2]([F:19])([F:18])[C:3]1[CH:4]=[CH:5][C:6]([O:9][C:10]2[CH:11]=[C:12]([CH2:16]O)[CH:13]=[CH:14][CH:15]=2)=[N:7][CH:8]=1.S(Cl)([Cl:22])=O>ClCCl>[Cl:22][CH2:16][C:12]1[CH:11]=[C:10]([CH:15]=[CH:14][CH:13]=1)[O:9][C:6]1[CH:5]=[CH:4][C:3]([C:2]([F:19])([F:18])[F:1])=[CH:8][N:7]=1. Procedure details: To a solution of [3-(5-trifluoromethyl-pyridin-2-yloxy)-phenyl]-methanol (281.0 g, 1.044 moles) in dichloromethane (2.0 L) at −5° C. was added dropwise over a 25 min period thionyl chloride (136.6 g, 1.148 mol). A few minutes into the addition, a white substance separated but this went into solution several minutes later. The reaction was stirred at ambient temperature for 1 h and then was concentrated in vacuo to near dryness (357 g). 200 mL of toluene was added to the residue and the solution ... The reactants are Clc1ccc2sc3c(Br)cnc(Cl)c3c2c1, COc1ccc(CN)cc1, CCOC(C)=O, [K+], [K+], O=C([O-])[O-], CN(C)C=O. Yields the product COc1ccc(CNc2ncc(Br)c3sc4ccc(Cl)cc4c23)cc1. RXN SMILES: [Br:11][c:12]1[c:13]2[c:14]([c:15]([Cl:18])[n:16][cH:17]1)[c:19]1[c:20]([s:21]2)[cH:22][cH:23][c:24]([Cl:26])[cH:25]1.[CH3:1][O:2][c:3]1[cH:4][cH:5][c:6]([CH2:7][NH2:8])[cH:9][cH:10]1.[CH3:38][CH2:39][O:40][C:41]([CH3:42])=[O:43].[K+:27].[K+:28].[O-:29][C:30]([O-:31])=[O:32].[O:33]=[CH:34][N:35]([CH3:36])[CH3:37]>>[CH3:1][O:2][c:3]1[cH:4][cH:5][c:6]([CH2:7][NH:8][c:15]2[c:14]3[c:13]([c:12]([Br:11])[cH:17][n:16]2)[s:21][c:20]2[c:19]3[cH:25][c:24]([Cl:26])[cH:23][cH:22]2)[cH:9][cH:10]1. The reactants are [Cl-].[NH4+] (ammonium chloride), [Si](C1=CC=CC=C1)(C1=CC=CC=C1)(C(C)(C)C)OCC=1N=CN(C1)COCC (4-(tert-Butyldiphenylsilyloxymethyl)-1-ethoxymethyl-1H-imidazole), CON(C(C(F)F)=O)C (N-methoxy-N-methyl difluoroacetamide), C(CCC)[Li] (n-butyl lithium). Run in C1CCOC1 (THF). Reaction conditions: temperature -78 celsius, time 17 hour. Yields the product [Si](C1=CC=CC=C1)(C1=CC=CC=C1)(C(C)(C)C)OCC=1N=C(N(C1)COCC)C(C(F)F)=O (1-[4-(tert-Butyldiphenylsilyloxymethyl)-1-ethoxymethyl-1H-imidazol-2-yl]-2,2-difluoroethanone). Yield: 72.6%. RXN SMILES: [Si:1]([O:18][CH2:19][C:20]1[N:21]=[CH:22][N:23]([CH2:25][O:26][CH2:27][CH3:28])[CH:24]=1)([C:14]([CH3:17])([CH3:16])[CH3:15])([C:8]1[CH:13]=[CH:12][CH:11]=[CH:10][CH:9]=1)[C:2]1[CH:7]=[CH:6][CH:5]=[CH:4][CH:3]=1.C([Li])CCC.CON(C)[C:37](=[O:41])[CH:38]([F:40])[F:39].[Cl-].[NH4+]>C1COCC1>[Si:1]([O:18][CH2:19][C:20]1[N:21]=[C:22]([C:37](=[O:41])[CH:38]([F:40])[F:39])[N:23]([CH2:25][O:26][CH2:27][CH3:28])[CH:24]=1)([C:14]([CH3:15])([CH3:16])[CH3:17])([C:8]1[CH:9]=[CH:10][CH:11]=[CH:12][CH:13]=1)[C:2]1[CH:7]=[CH:6][CH:5]=[CH:4][CH:3]=1 |f:3.4|. Procedure details: 4-(tert-Butyldiphenylsilyloxymethyl)-1-ethoxymethyl-1H-imidazole (2.00 g) was dissolved in THF (10 mL), and was cooled to −78° C. while stirring under an argon atmosphere. To the present solution was added dropwise n-butyl lithium (2.69 M hexane solution, 3.18 mL) slowly using a syringe, followed by stirring at the same temperature for 30 minutes. Then, N-methoxy-N-methyl difluoroacetamide (1.41 g) was added using a syringe, and stirring was continued for 17 hours while the temperature was raise... Reactants: C(CC)N(C1CC2=CC(=C(C=C2C1)C(=O)[O-])C(=O)[O-])CCC (2-(dipropylamino)-2,3-dihydro-1H-indene-5,6-dicarboxylate), C(C1=CC(OC)=C(OC)C=C1)N (veratrylamine), Cl (HCl). Product: COC=1C=C(C=CC1OC)CN1C(C=2C=C3C(=CC2C1=O)CC(C3)N(CCC)CCC)=O (2-[(3,4-Dimethoxyphenyl)methyl]-6-(dipropylamino)-6,7-dihydrocyclopent[f]isoindole-1,3(2H,5H)-dione). RXN SMILES: [CH2:1]([N:4]([CH2:20][CH2:21][CH3:22])[CH:5]1[CH2:13][C:12]2[C:7](=[CH:8][C:9]([C:17]([O-:19])=O)=[C:10]([C:14]([O-:16])=O)[CH:11]=2)[CH2:6]1)[CH2:2][CH3:3].[CH2:23]([NH2:34])[C:24]1[CH:33]=[CH:32][C:29]([O:30][CH3:31])=[C:26]([O:27][CH3:28])[CH:25]=1.Cl>>[CH3:28][O:27][C:26]1[CH:25]=[C:24]([CH2:23][N:34]2[C:17](=[O:19])[C:9]3[CH:8]=[C:7]4[CH2:6][CH:5]([N:4]([CH2:20][CH2:21][CH3:22])[CH2:1][CH2:2][CH3:3])[CH2:13][C:12]4=[CH:11][C:10]=3[C:14]2=[O:16])[CH:33]=[CH:32][C:29]=1[O:30][CH3:31]. Procedure: Using procedure 49, 2-(dipropylamino)-2,3-dihydro-1H-indene-5,6-dicarboxylate (92, 0.35 g, 1.0 mmol) was treated with veratrylamine (0.20 mL, 1.3 mmol). Purification using silica gel, eluting with 3:1 hexane/acetone, afforded an oil that was converted to an HCl salt and recrystallized from hot MeOH/EtOAc to give 106 as a white solid (m.p. 233-235° C.). Starting materials: CC1(S(N=C(OC1(C)C)OC1=CC=C(C=C1)[N+](=O)[O-])(=O)=O)C (5,5,6,6-tetramethyl-2-(4-nitrophenoxy)-5,6-dihydro-1,4,3-oxathiazine 4,4-dioxide), FC1=C(C=CC=C1)[C@H](C)N ((S)-1-(2-fluorophenyl)ethylamine). The solvent is ClCCl (dichloromethane), C(C)(C)N(C(C)C)CC (N,N-diisopropylethylamine), ClCCl (dichloromethane). Yields the product FC1=C(C=CC=C1)[C@H](C)NC=1OC(C(S(N1)(=O)=O)(C)C)(C)C ([(S)-1-(2-Fluorophenyl)ethyl]-(5,5,6,6-tetramethyl-4,4-dioxo-5,6-dihydro-4H-4lambda6-[1,4,3]oxathiazin-2-yl)amine). Yield: 97.0%. As a reaction SMILES: [CH3:1][C:2]1([CH3:22])[C:7]([CH3:9])([CH3:8])[O:6][C:5](OC2C=CC([N+]([O-])=O)=CC=2)=[N:4][S:3]1(=[O:21])=[O:20].[F:23][C:24]1[CH:29]=[CH:28][CH:27]=[CH:26][C:25]=1[C@@H:30]([NH2:32])[CH3:31]>ClCCl.C(N(CC)C(C)C)(C)C>[F:23][C:24]1[CH:29]=[CH:28][CH:27]=[CH:26][C:25]=1[C@@H:30]([NH:32][C:5]1[O:6][C:7]([CH3:8])([CH3:9])[C:2]([CH3:1])([CH3:22])[S:3](=[O:20])(=[O:21])[N:4]=1)[CH3:31]. Procedure: 200 mg of 5,5,6,6-tetramethyl-2-(4-nitrophenoxy)-5,6-dihydro-1,4,3-oxathiazine 4,4-dioxide and 111 mg of (S)-1-(2-fluorophenyl)ethylamine were dissolved in 1 ml of dichloromethane and 0.10 ml of N,N-diisopropylethylamine, and the mixture was stirred at room temperature for 16 hours. Subsequently, the reaction solution was diluted with 50 ml of dichloromethane, washed three times with 30 ml of 10% aqueous ammonia solution, three times with 30 ml of 1 N aqueous hydrochloric acid and with 30 ml of ... Reactants: ClCCl, C[Mg+], CI, CC(CC(N)=O)c1ccc(-c2ccccc2F)cc1, [I-], [Mg], O=S(=O)(O)O. Yields the product CC(=O)CC(C)c1ccc(-c2ccccc2F)cc1. As a reaction SMILES: [CH2:31]([Cl:32])[Cl:33].[CH3:21][Mg+:22].[CH3:24][I:25].[F:1][c:2]1[c:3](-[c:8]2[cH:9][cH:10][c:11]([CH:14]([CH2:15][C:16](=[O:17])[NH2:18])[CH3:19])[cH:12][cH:13]2)[cH:4][cH:5][cH:6][cH:7]1.[I-:20].[Mg:23].[S:26](=[O:27])(=[O:28])([OH:29])[OH:30]>>[F:1][c:2]1[c:3](-[c:8]2[cH:9][cH:10][c:11]([CH:14]([CH2:15][C:16](=[O:17])[CH3:21])[CH3:19])[cH:12][cH:13]2)[cH:4][cH:5][cH:6][cH:7]1. The product is C(C)C1=NOC(=C1CCCCCCOC1=C(C=C(C=C1)OC)[N+](=O)[O-])CC (3,5-Diethyl-4-[6-(4-methoxy-2-nitrophenoxy)hexyl]isoxazole), ( b ). RXN SMILES: [CH3:1][O:2][C:3]1[CH:24]=[CH:23][C:6]([O:7][CH2:8][CH2:9][CH2:10][CH2:11][CH2:12][CH2:13][CH:14]([C:19](=O)[CH2:20][CH3:21])[C:15](=[O:18])[CH2:16][CH3:17])=[C:5]([N+:25]([O-:27])=[O:26])[CH:4]=1.Cl.[NH2:29]O>N1C=CC=CC=1>[CH2:20]([C:19]1[C:14]([CH2:13][CH2:12][CH2:11][CH2:10][CH2:9][CH2:8][O:7][C:6]2[CH:23]=[CH:24][C:3]([O:2][CH3:1])=[CH:4][C:5]=2[N+:25]([O-:27])=[O:26])=[C:15]([CH2:16][CH3:17])[O:18][N:29]=1)[CH3:21] |f:1.2|. Reactants: COC1=CC(=C(OCCCCCCC(C(CC)=O)C(CC)=O)C=C1)[N+](=O)[O-] (4-[6-(4-methoxy-2-nitrophenoxy)hexyl]-3,5-heptanedione), Cl.NO (hydroxylamine hydrochloride). Procedure details: 3,5-Diethyl-4-[6-(4-methoxy-2-nitrophenoxy)hexyl]isoxazole [I; Ar is 2-O2N-4-CH3OC6H3, Y is O(CH2)6, R is C2H5 ] was prepared from 10.0 g. of 4-[6-(4-methoxy-2-nitrophenoxy)hexyl]-3,5-heptanedione and 2.0 g. of hydroxylamine hydrochloride in 40 ml. of pyridine according to the procedure of Example 2, part (b), and was obtained in the form of a yellow oil, b.p. 200°-205° C. (0.02 mm.); yield 7.5 g.; MIC=3 μg/ml (herpes 2). Solvent: N1=CC=CC=C1 (pyridine).